This data is from the Open Reaction Database (ORD), a public repository of structured organic reaction records. The task is: describe an organic reaction: reactants, conditions, products, and yield The reactants are CN(NC(C1=CC(=CC=C1)F)=O)C(=S)NC (2,4-Dimethyl-l-(3-fluorobenzoyl)thiosemicarbazide), C([O-])(O)=O.[Na+] (sodium bicarbonate). Conditions: time 8 hour. Product: CN1N=C(N(C1=S)C)C1=CC(=CC=C1)F (2,4-Dihydro-2,4-dimethyl-5-(3-fluorophenyl)-3H-1,2,4-triazole-3-thione). As a reaction SMILES: [CH3:1][N:2]([C:13]([NH:15][CH3:16])=[S:14])[NH:3][C:4](=O)[C:5]1[CH:10]=[CH:9][CH:8]=[C:7]([F:11])[CH:6]=1.C(=O)(O)[O-].[Na+]>>[CH3:1][N:2]1[C:13](=[S:14])[N:15]([CH3:16])[C:4]([C:5]2[CH:10]=[CH:9][CH:8]=[C:7]([F:11])[CH:6]=2)=[N:3]1 |f:1.2|. Procedure: 2,4-Dimethyl-l-(3-fluorobenzoyl)thiosemicarbazide (11.1 g, 46.0 mmol) and 1 molar aqueous sodium bicarbonate (460 mL, 0.460 mol) were stirred and heated to reflux. After being refluxed for 5 h, the reaction was allowed to cool to room temperature. After stirring overnight, the reaction was placed in the freezer for several hours. The precipitate was then collected by filtration. Crystallization from isopropanol afforded the desired product as colorless, matted needles, mp 126°-128° C. Reactants: O=C([O-])[O-], CN1CCCC1=O, Oc1cc2sc(NCC3CCCCC3)nc2cc1F, CNC(=O)c1cc(Cl)ccn1, [Cs+], [Cs+]. Product: CNC(=O)c1cc(Oc2cc3sc(NCC4CCCCC4)nc3cc2F)ccn1. As a reaction SMILES: [C:31](=[O:32])([O-:33])[O-:34].[CH3:37][N:38]1[CH2:39][CH2:40][CH2:41][C:42]1=[O:43].[CH:1]1([CH2:7][NH:8][c:9]2[s:10][c:11]3[c:12]([n:13]2)[cH:14][c:15]([F:19])[c:16]([OH:18])[cH:17]3)[CH2:2][CH2:3][CH2:4][CH2:5][CH2:6]1.[Cl:20][c:21]1[cH:22][c:23]([C:27](=[O:28])[NH:29][CH3:30])[n:24][cH:25][cH:26]1.[Cs+:35].[Cs+:36]>>[CH:1]1([CH2:7][NH:8][c:9]2[s:10][c:11]3[c:12]([n:13]2)[cH:14][c:15]([F:19])[c:16]([O:18][c:21]2[cH:22][c:23]([C:27](=[O:28])[NH:29][CH3:30])[n:24][cH:25][cH:26]2)[cH:17]3)[CH2:2][CH2:3][CH2:4][CH2:5][CH2:6]1. Starting materials: NC=1C=C(C(=O)NC2CC2)C=CC1C (3-Amino-N-cyclopropyl-4-methylbenzamide), NC1=C(C(=O)O)C=C(C=C1)I (2-amino-5-iodobenzoic acid), C(OC)(OC)OC (trimethyl orthoformate), C(C)(=O)O (acetic acid). Solvent: C1(=CC=CC=C1)C (toluene), C(C)(=O)OCC (ethyl acetate). Product: C1(CC1)NC(C1=CC(=C(C=C1)C)N1C=NC2=CC=C(C=C2C1=O)I)=O (N-cyclopropyl-3-(6-iodo-4-oxoquinazolin-3(4H)-yl)-4-methylbenzamide). Reaction SMILES: [NH2:1][C:2]1[CH:10]=[CH:9][C:8]([I:11])=[CH:7][C:3]=1[C:4]([OH:6])=O.[CH:12](OC)(OC)OC.C(O)(=O)C.[NH2:23][C:24]1[CH:25]=[C:26]([CH:33]=[CH:34][C:35]=1[CH3:36])[C:27]([NH:29][CH:30]1[CH2:32][CH2:31]1)=[O:28]>C1(C)C=CC=CC=1.C(OCC)(=O)C>[CH:30]1([NH:29][C:27](=[O:28])[C:26]2[CH:33]=[CH:34][C:35]([CH3:36])=[C:24]([N:23]3[C:4](=[O:6])[C:3]4[C:2](=[CH:10][CH:9]=[C:8]([I:11])[CH:7]=4)[N:1]=[CH:12]3)[CH:25]=2)[CH2:31][CH2:32]1. Procedure: A stirred mixture of 2-amino-5-iodobenzoic acid (1.0 g), trimethyl orthoformate (0.83 ml), and acetic acid (0.022 ml) in toluene (15 ml) was heated under reflux for 2 hours. 3-Amino-N-cyclopropyl-4-methylbenzamide (0.65 g) was added to the reaction mixture and stirred at reflux for 16 hours. The reaction mixture was allowed to cool and diluted with ethyl acetate. The organic solution was then washed with 1N HCl solution, 2N NaOH solution (x 2), brine, dried (magnesium sulfate), and concentrated ... Reactants: FC(OC1=CC=C(C2=C1OC=1C(NN=CC12)=O)C(=O)OCC)F (Ethyl 6-difluoromethoxy-4-oxo-3,4-dihydrobenzo[4,5]furo[2,3-d]pyridazine-9-carboxylate), [H-].[Na+] (sodium hydride), Cl (hydrochloric acid), C(C)Br (Ethyl bromide). Solvent: CN(C)C=O (n,n-dimethyl formamide), O (Water). Run at temperature 5 celsius. The product is FC(OC1=CC=C(C2=C1OC=1C(N(N=CC12)CC)=O)C(=O)OCC)F (ethyl 6-difluoromethoxy-3-ethyl-4-oxo-3,4-dihydrobenzo[4,5]furo[2,3-d]pyridazine-9-carboxylate). The yield is 46.0%. Reaction SMILES: [F:1][CH:2]([F:23])[O:3][C:4]1[C:9]2[O:10][C:11]3[C:12](=[O:17])[NH:13][N:14]=[CH:15][C:16]=3[C:8]=2[C:7]([C:18]([O:20][CH2:21][CH3:22])=[O:19])=[CH:6][CH:5]=1.[H-].[Na+].[CH2:26](Br)[CH3:27].Cl>CN(C=O)C.O>[F:23][CH:2]([F:1])[O:3][C:4]1[C:9]2[O:10][C:11]3[C:12](=[O:17])[N:13]([CH2:26][CH3:27])[N:14]=[CH:15][C:16]=3[C:8]=2[C:7]([C:18]([O:20][CH2:21][CH3:22])=[O:19])=[CH:6][CH:5]=1 |f:1.2|. Procedure: To a solution of ethyl 6-difluoromethoxy-4-oxo-3,4-dihydrobenzo[4,5]furo[2,3-d]pyridazine-9-carboxylate (from step 6 of example 4) (261 mg, 0.803 mmol) in n,n-dimethyl formamide, sodium hydride (33 mg, 0.803 mmol) was added at 20-30° C. under nitrogen. Ethyl bromide (95.4 mg, 0.88 mmol) was added to the reaction mixture. Progress of reaction was monitored by TLC. At the end, reaction mixture was cooled to 0-10° C. Water (100 ml) was added dropwise to the reaction mixture at 0-10° C. and acidifie... Starting materials: C(C1=CC=CC=C1)N1N=C(C(=C1C1=CC=C(C=C1)C(C)(C)C)O)C(C)=NNC(=O)C1=CC=C(C(=O)OC)C=C1 (methyl 4-[(2-{1-[1-benzyl-5-(4-t-butylphenyl)-4-hydroxy-1H-pyrazol-3-yl]ethylidene}hydrazino)carbonyl]benzoate), CO (methanol), Cl (hydrochloric acid), [OH-].[Na+] (sodium hydroxide). The solvent is O (water). Reaction conditions: time 1.5 hour. Product: C(C1=CC=CC=C1)N1N=C(C(=C1C1=CC=C(C=C1)C(C)(C)C)O)C(C)=NNC(=O)C1=CC=C(C(=O)O)C=C1 (4-[(2-{1-[1-benzyl-5-(4-t-butylphenyl)-4-hydroxy-1H-pyrazol-3-yl]ethylidene}hydrazino)carbonyl]benzoic acid). Yield: 68.8%. As a reaction SMILES: [CH2:1]([N:8]1[C:12]([C:13]2[CH:18]=[CH:17][C:16]([C:19]([CH3:22])([CH3:21])[CH3:20])=[CH:15][CH:14]=2)=[C:11]([OH:23])[C:10]([C:24](=[N:26][NH:27][C:28]([C:30]2[CH:39]=[CH:38][C:33]([C:34]([O:36]C)=[O:35])=[CH:32][CH:31]=2)=[O:29])[CH3:25])=[N:9]1)[C:2]1[CH:7]=[CH:6][CH:5]=[CH:4][CH:3]=1.CO.[OH-].[Na+].Cl>O>[CH2:1]([N:8]1[C:12]([C:13]2[CH:14]=[CH:15][C:16]([C:19]([CH3:22])([CH3:20])[CH3:21])=[CH:17][CH:18]=2)=[C:11]([OH:23])[C:10]([C:24](=[N:26][NH:27][C:28]([C:30]2[CH:39]=[CH:38][C:33]([C:34]([OH:36])=[O:35])=[CH:32][CH:31]=2)=[O:29])[CH3:25])=[N:9]1)[C:2]1[CH:3]=[CH:4][CH:5]=[CH:6][CH:7]=1 |f:2.3|. Procedure details: To methyl 4-[(2-{1-[1-benzyl-5-(4-t-butylphenyl)-4-hydroxy-1H-pyrazol-3-yl]ethylidene}hydrazino)carbonyl]benzoate (0.045 mmol, 23.5 mg), methanol was added, and 1 M aqueous sodium hydroxide (0.224 mmol, 0.224 mL) was added at room temperature. After 30 minutes of stirring at room temperature and 1.5 hours of stirring at 60° C., the reactor was cooled to 0° C., and 1 M hydrochloric acid (0.224 mmol, 0.224 mL) and water were added. The precipitated solid was recovered by filtration, washed with wa...